Dataset: the Open Reaction Database (ORD), a public repository of structured organic reaction records. Task: describe an organic reaction: reactants, conditions, products, and yield Reactants: O1C(C1C)OC1=CC=C(C=C1)C1=NC2=CC=C(C=C2C(N1C)=O)OC (2-[4-(1,2-epoxy-propoxy)-phenyl]-3-methyl-6-methoxy-3,4-dihydro-quinazolin-4-one), C(C)(C)N (isopropylamine). The product is OC(COC1=CC=C(C=C1)C1=NC2=CC=C(C=C2C(N1C)=O)OC)CNC(C)C (2-[4-(2-Hydroxy-3-isopropylamino-propoxy)-phenyl]-3-methyl-6-methoxy-3,4-dihydro-quinazolin-4-one). Reaction SMILES: [O:1]1[CH:3]([CH3:4])[CH:2]1[O:5][C:6]1[CH:11]=[CH:10][C:9]([C:12]2[N:21]([CH3:22])[C:20](=[O:23])[C:19]3[C:14](=[CH:15][CH:16]=[C:17]([O:24][CH3:25])[CH:18]=3)[N:13]=2)=[CH:8][CH:7]=1.[CH:26]([NH2:29])([CH3:28])[CH3:27]>>[OH:1][CH:3]([CH2:4][NH:29][CH:26]([CH3:28])[CH3:27])[CH2:2][O:5][C:6]1[CH:11]=[CH:10][C:9]([C:12]2[N:21]([CH3:22])[C:20](=[O:23])[C:19]3[C:14](=[CH:15][CH:16]=[C:17]([O:24][CH3:25])[CH:18]=3)[N:13]=2)=[CH:8][CH:7]=1. Procedure details: This compound was prepared analogous to Example 1 from 2-[4-(1,2-epoxy-propoxy)-phenyl]-3-methyl-6-methoxy-3,4-dihydro-quinazolin-4-one and isopropylamine. As a reaction SMILES: [CH3:23][O:24][CH:25]([CH2:26][NH2:27])[O:28][CH3:29].[CH:30]([N:31]([CH2:32][CH3:33])[CH:34]([CH3:35])[CH3:36])([CH3:37])[CH3:38].[Cl:1][c:2]1[n:3][c:4]([CH2:13][c:14]2[cH:15][cH:16][c:17]([N+:20](=[O:21])[O-:22])[cH:18][cH:19]2)[n:5][cH:6][c:7]1[CH2:8][C:9](=[O:10])[O:11][CH3:12].[O:39]1[CH2:40][CH2:41][O:42][CH2:43][CH2:44]1>>[c:2]1([NH:27][CH2:26][CH:25]([O:24][CH3:23])[O:28][CH3:29])[n:3][c:4]([CH2:13][c:14]2[cH:15][cH:16][c:17]([N+:20](=[O:21])[O-:22])[cH:18][cH:19]2)[n:5][cH:6][c:7]1[CH2:8][C:9](=[O:10])[O:11][CH3:12]. Product: COC(=O)Cc1cnc(Cc2ccc([N+](=O)[O-])cc2)nc1NCC(OC)OC. Reactants: COC(CN)OC, CCN(C(C)C)C(C)C, COC(=O)Cc1cnc(Cc2ccc([N+](=O)[O-])cc2)nc1Cl, C1COCCO1. Reported procedure: To a freshly prepared solution of sodium ethoxide in ethanol (from 0.35 g sodium metal and 10 ml ethanol) was added 6H-pyrido[3,2,1-de]acridin-1(2H)-one (1.2 g) portionwise over a period of 10 minutes. To the resulting dark red solution was slowly added diethyl carbonate (1.77 g) and the solution was then refluxed for 3 hours. The reaction mixture was cooled, acidified to pH 2 with concentrated HCl and then extracted with methylene chloride. The organic extract was washed with water and was then... Product: C(C)C1CC=2C=CCC3=CC=4C=CC=CC4N(C23)C1=O (Ethyl 6H-pyrido[3,2,1-de]acridin-1(2H)-one). As a reaction SMILES: [O-][CH2:2][CH3:3].[Na+].[C:5]1(=[O:22])[N:20]2[C:21]3[C:12](=[CH:13][C:14]4[CH:15]=[CH:16][CH:17]=[CH:18][C:19]=42)[CH2:11][CH:10]=[CH:9][C:8]=3[CH2:7][CH2:6]1.C(=O)(OCC)OCC.Cl>C(O)C>[CH2:2]([CH:6]1[C:5](=[O:22])[N:20]2[C:21]3[C:12](=[CH:13][C:14]4[CH:15]=[CH:16][CH:17]=[CH:18][C:19]=42)[CH2:11][CH:10]=[CH:9][C:8]=3[CH2:7]1)[CH3:3] |f:0.1|. Starting materials: [O-]CC.[Na+] (sodium ethoxide), C1(CCC=2C=CCC3=CC=4C=CC=CC4N1C23)=O (6H-pyrido[3,2,1-de]acridin-1(2H)-one), Cl (HCl), C(OCC)(OCC)=O (diethyl carbonate). Solvent: C(C)O (ethanol). Reactants: CCO, O=C(CCl)NCc1ccc(OC(F)(F)F)cc1O, Cl. Product: NCc1ccc(OC(F)(F)F)cc1O. Reaction SMILES: [CH3:19][CH2:20][OH:21].[Cl:1][CH2:2][C:3](=[O:4])[NH:5][CH2:6][c:7]1[c:8]([OH:18])[cH:9][c:10]([O:13][C:14]([F:15])([F:16])[F:17])[cH:11][cH:12]1.[ClH:22]>>[NH2:5][CH2:6][c:7]1[c:8]([OH:18])[cH:9][c:10]([O:13][C:14]([F:15])([F:16])[F:17])[cH:11][cH:12]1.